Dataset: the Open Reaction Database (ORD), a public repository of structured organic reaction records. Task: describe an organic reaction: reactants, conditions, products, and yield The reactants are NC1=C(C#N)C=C(C(=C1)OC)OCC1=CC=CC=C1 (2-amino-5-benzyloxy-4-methoxybenzonitrile), ice water, P(=O)(Cl)(Cl)Cl (Phosphorous oxychloride), C(C)(=O)N1CCN(CCC1)C(=O)N1CCOCC1 (1-acetyl-4-(4-morpholinecarbonyl)-1,4-diazepane). Solvent: ClCCl (dichloromethane), ClCCl (dichloromethane). Conditions: time 30 minute. The product is C(C1=CC=CC=C1)OC=1C(=CC(=C(C#N)C1)N=C(C)N1CCN(CCC1)C(=O)N1CCOCC1)OC (5-Benzyloxy-4-methoxy-2- {1-[4-(4-morpholinecarbonyl)-1,4-diazepan-1-yl]ethylideneamino}benzonitrile). As a reaction SMILES: P(Cl)(Cl)(Cl)=O.[C:6]([N:9]1[CH2:15][CH2:14][CH2:13][N:12]([C:16]([N:18]2[CH2:23][CH2:22][O:21][CH2:20][CH2:19]2)=[O:17])[CH2:11][CH2:10]1)(=O)[CH3:7].[NH2:24][C:25]1[CH:32]=[C:31]([O:33][CH3:34])[C:30]([O:35][CH2:36][C:37]2[CH:42]=[CH:41][CH:40]=[CH:39][CH:38]=2)=[CH:29][C:26]=1[C:27]#[N:28]>ClCCl>[CH2:36]([O:35][C:30]1[C:31]([O:33][CH3:34])=[CH:32][C:25]([N:24]=[C:6]([N:9]2[CH2:15][CH2:14][CH2:13][N:12]([C:16]([N:18]3[CH2:23][CH2:22][O:21][CH2:20][CH2:19]3)=[O:17])[CH2:11][CH2:10]2)[CH3:7])=[C:26]([CH:29]=1)[C:27]#[N:28])[C:37]1[CH:38]=[CH:39][CH:40]=[CH:41][CH:42]=1. Reported procedure: Phosphorous oxychloride (0.81 ml, 0.0086 mol) was added to a solution of 1-acetyl-4-(4-morpholinecarbonyl)-1,4-diazepane (4.02 g, 0.0157 mol) in dichloromethane (25 ml) and the mixture stirred for 30 minutes at room temperature. A solution of 2-amino-5-benzyloxy-4-methoxybenzonitrile (2 g, 0.0078 mol) in dichloromethane (25 ml) was then added and the reaction stirred for 18 hours at 40° C. On cooling, the reaction mixture was poured carefully in to ice/water (100 ml) and extracted with dichlorom...